Dataset: the Open Reaction Database (ORD), a public repository of structured organic reaction records. Task: describe an organic reaction: reactants, conditions, products, and yield Product: BrC1=CC(=CC2=C1NC(=N2)N2CCN(CC2)C2=C(C=C(C=N2)CO)Cl)C(F)(F)F ((6-{4-[7-Bromo-5-(trifluoromethyl)-1H-benzimidazol-2-yl]piperazin-1-yl}-5-chloropyridin-3-yl)methanol). The reactants are BrC1=CC(=CC=2NC(=NC21)Cl)C(F)(F)F (4-Bromo-2-chloro-6-trifluoromethyl-1H-benzoimidazole), ClC=1C=C(C=NC1N1CCNCC1)CO ((5-chloro-6-piperazin-1-yl-pyridin-3-yl)methanol). Reported procedure: 4-Bromo-2-chloro-6-trifluoromethyl-1H-benzoimidazole (180 mg, 0.6 mmol, Example 6b) reacted with (5-chloro-6-piperazin-1-yl-pyridin-3-yl)methanol (228 mg, 1 mmol, Example 60a) under. the conditions of Example 3c to give the title compound as a white solid. MS (ESI, pos. ion) m/z: 490 (M+1). Reaction SMILES: [Br:1][C:2]1[C:10]2[N:9]=[C:8](Cl)[NH:7][C:6]=2[CH:5]=[C:4]([C:12]([F:15])([F:14])[F:13])[CH:3]=1.[Cl:16][C:17]1[CH:18]=[C:19]([CH2:29][OH:30])[CH:20]=[N:21][C:22]=1[N:23]1[CH2:28][CH2:27][NH:26][CH2:25][CH2:24]1>>[Br:1][C:2]1[C:10]2[NH:9][C:8]([N:26]3[CH2:27][CH2:28][N:23]([C:22]4[N:21]=[CH:20][C:19]([CH2:29][OH:30])=[CH:18][C:17]=4[Cl:16])[CH2:24][CH2:25]3)=[N:7][C:6]=2[CH:5]=[C:4]([C:12]([F:15])([F:14])[F:13])[CH:3]=1. Starting materials: IC1=C(C=NC=C1)N(C(OC(C)(C)C)=O)CC1COCC1 (tert-butyl 4-iodopyridin-3-yl((tetrahydrofuran-3-yl)methyl)carbamate), FC1=CC(=C(C=C1)B(O)O)OC (4-fluoro-2-methoxyphenylboronic acid). Yields the product FC1=CC(=C(C=C1)C1=C(C=NC=C1)N(C(OC(C)(C)C)=O)CC1COCC1)OC (tert-Butyl 4-(4-fluoro-2-methoxyphenyl)pyridin-3-yl((tetrahydrofuran-3-yl)methyl)carbamate). Reaction SMILES: I[C:2]1[CH:7]=[CH:6][N:5]=[CH:4][C:3]=1[N:8]([CH2:16][CH:17]1[CH2:21][CH2:20][O:19][CH2:18]1)[C:9](=[O:15])[O:10][C:11]([CH3:14])([CH3:13])[CH3:12].[F:22][C:23]1[CH:28]=[CH:27][C:26](B(O)O)=[C:25]([O:32][CH3:33])[CH:24]=1>>[F:22][C:23]1[CH:28]=[CH:27][C:26]([C:2]2[CH:7]=[CH:6][N:5]=[CH:4][C:3]=2[N:8]([CH2:16][CH:17]2[CH2:21][CH2:20][O:19][CH2:18]2)[C:9](=[O:15])[O:10][C:11]([CH3:14])([CH3:13])[CH3:12])=[C:25]([O:32][CH3:33])[CH:24]=1. Procedure details: The title compound was prepared in analogy to example 72, from tert-butyl 4-iodopyridin-3-yl((tetrahydrofuran-3-yl)methyl)carbamate and 4-fluoro-2-methoxyphenylboronic acid after a reaction time of 18 hours at 90° C. The compound was purified by silica gel chromatography on a 20 g column using an MPLC system (CombiFlash Companion, Isco Inc.) eluting with a gradient of n-heptane:EtOAc (100:0 to 0:100). Light yellow oil (79%). MS (ESI): m/z=403.203 [M+H]+. Reactants: [Cl-].[Na+] (sodium chloride), C1(=CC=CC=C1)NN=CC (acetaldehyde phenylhydrazone), [O-]C#N.[Na+] (sodium cyanate), C1(=CC=CC=C1)N1NNC(C1)=O (phenyltriazolidinone). Run in O (water), O (water), C(C)(=O)O (acetic acid), C(C)(C)(C)O (tert-butanol). Reaction conditions: temperature 5 celsius. Product: CC1NN(C(N1)=O)C1=CC=CC=C1 (3-methyl-1-phenyl-1,2,4-triazolidin-5-one). RXN SMILES: [C:1]1([NH:7][N:8]=[CH:9][CH3:10])[CH:6]=[CH:5][CH:4]=[CH:3][CH:2]=1.[O-:11][C:12]#[N:13].[Na+].C1(N2CC(=O)NN2)C=CC=CC=1.[Cl-].[Na+]>O.C(O)(=O)C.C(O)(C)(C)C>[CH3:10][CH:9]1[NH:13][C:12](=[O:11])[N:7]([C:1]2[CH:6]=[CH:5][CH:4]=[CH:3][CH:2]=2)[NH:8]1 |f:1.2,4.5|. Procedure details: A 500 gallon reactor is charged with 61.1 pounds of tert-butanol (88/12 azeotrope with water) which is stirred and cooled to 5° C. To this is added 22.0 pounds (0.203 lb-mole) of acetaldehyde phenylhydrazone. While maintaining the temperature of the reaction mixture at 0° to 5° C., 15.6 pounds (0.240 lb-mole) of 85% pure sodium cyanate in 44.5 pounds of water is added during a five-minute period. The reaction mixture is maintained at 5° C. as it is stirred during a 30 minute period. While mainta... Starting materials: C(C)(C)(C)OC(=O)CON=C(C(=O)O)C=1N=C(SC1)NC=O (2-(tert-Butoxycabonylmethoxyimino)-2-(formamidothiazol-4-yl)acetic acid), C[N+](=CCl)C.[Cl-] (Vilsmeier reagent), Cl.NC1[C@@H]2N(C(=C(CS2)CCl)C(=O)OC(C2=CC=CC=C2)C2=CC=CC=C2)C1=O (benzhydryl 7-amino-3-chloromethyl-3-cephem-4-carboxylate monohydrochloride), P(=O)(Cl)(Cl)Cl (phosphorus oxychloride). Run in C(C)(=O)OCC (ethyl acetate), O (Water), C[Si](C)(C)CC(=O)N (trimethylsilylacetamide), C(C)(=O)OCC (ethyl acetate), C(C)(=O)OCC (ethyl acetate), CN(C=O)C (N,N-dimethylformamide). Conditions: time 30 minute. Product: C[N+](=CCl)C.[Cl-] (Vilsmeier reagent), C(C)(C)(C)OC(=O)CON=C(C(=O)NC1[C@@H]2N(C(=C(CS2)CCl)C(=O)[O-])C1=O)C=1N=C(SC1)NC=O (7-[2-tert-butoxycarbonylmethoxyimino-2-(2-formamidothiazol-4-yl)acetamido]-3-chloromethyl-3-cephem-4-carboxylate). As a reaction SMILES: P(Cl)(Cl)([Cl:3])=O.[C:6]([O:10][C:11]([CH2:13][O:14][N:15]=[C:16]([C:20]1[N:21]=[C:22]([NH:25][CH:26]=[O:27])[S:23][CH:24]=1)[C:17]([OH:19])=O)=[O:12])([CH3:9])([CH3:8])[CH3:7].[CH3:28][N+:29]([CH3:32])=[CH:30][Cl:31].[Cl-].Cl.[NH2:35][CH:36]1[C:61](=[O:62])[N:38]2[C:39]([C:45]([O:47]C(C3C=CC=CC=3)C3C=CC=CC=3)=[O:46])=[C:40]([CH2:43][Cl:44])[CH2:41][S:42][C@H:37]12>C(OCC)(=O)C.C[Si](CC(N)=O)(C)C.O.CN(C)C=O>[CH3:28][N+:29]([CH3:32])=[CH:30][Cl:31].[Cl-:3].[C:6]([O:10][C:11]([CH2:13][O:14][N:15]=[C:16]([C:20]1[N:21]=[C:22]([NH:25][CH:26]=[O:27])[S:23][CH:24]=1)[C:17]([NH:35][CH:36]1[C:61](=[O:62])[N:38]2[C:39]([C:45]([O-:47])=[O:46])=[C:40]([CH2:43][Cl:44])[CH2:41][S:42][C@H:37]12)=[O:19])=[O:12])([CH3:7])([CH3:8])[CH3:9] |f:2.3,4.5,10.11|. Procedure details: Vilsmeier reagent was prepared from phosphorus oxychloride (14.8 g) and N,N-dimethylformamide (7.07 g) in ethyl acetate (50 ml) in a conventional manner. 2-(tert-Butoxycabonylmethoxyimino)-2-(formamidothiazol-4-yl)acetic acid (syn isomer) (29 g) was added to the stirred suspension of Vilsmeier reagent in ethyl acetate (250 ml) under ice-cooling and stirred for 30 minutes at same temperature to prepare an activated acid solution. On the other hand, benzhydryl 7-amino-3-chloromethyl-3-cephem-4-car... Starting materials: C1(=CC=C(C=C1)NC1=C(C=C(C=C1)C1=CC(=C(NC2=CC=C(C=C2)C)C=C1)C)C)C (N,N'-di-p-tolyl-3,3'-dimethylbenzidine), C(C)C1=CC=C(C=C1)C1=CC=C(C=C1)I (4-ethyl-4'-iodobiphenyl). Product: C1(=CC=C(C=C1)N(C1=C(C=C(C=C1)C1=CC(=C(N(C2=CC=C(C=C2)C2=CC=C(C=C2)CC)C2=CC=C(C=C2)C)C=C1)C)C)C1=CC=C(C=C1)C1=CC=C(C=C1)CC)C (N,N'-di-p-tolyl-N,N'-di(4'-ethylbiphenyl-4-yl)-3,3'-dimethylbenzidine). Isolated yield 23.7%. RXN SMILES: [C:1]1([CH3:30])[CH:6]=[CH:5][C:4]([NH:7][C:8]2[CH:13]=[CH:12][C:11]([C:14]3[CH:27]=[CH:26][C:17]([NH:18][C:19]4[CH:24]=[CH:23][C:22]([CH3:25])=[CH:21][CH:20]=4)=[C:16]([CH3:28])[CH:15]=3)=[CH:10][C:9]=2[CH3:29])=[CH:3][CH:2]=1.[CH2:31]([C:33]1[CH:38]=[CH:37][C:36]([C:39]2[CH:44]=[CH:43][C:42](I)=[CH:41][CH:40]=2)=[CH:35][CH:34]=1)[CH3:32]>>[C:1]1([CH3:30])[CH:2]=[CH:3][C:4]([N:7]([C:42]2[CH:43]=[CH:44][C:39]([C:36]3[CH:37]=[CH:38][C:33]([CH2:31][CH3:32])=[CH:34][CH:35]=3)=[CH:40][CH:41]=2)[C:8]2[CH:13]=[CH:12][C:11]([C:14]3[CH:27]=[CH:26][C:17]([N:18]([C:4]4[CH:5]=[CH:6][C:1]([CH3:30])=[CH:2][CH:3]=4)[C:19]4[CH:24]=[CH:23][C:22]([C:25]5[CH:13]=[CH:12][C:11]([CH2:14][CH3:15])=[CH:10][CH:9]=5)=[CH:21][CH:20]=4)=[C:16]([CH3:28])[CH:15]=3)=[CH:10][C:9]=2[CH3:29])=[CH:5][CH:6]=1. Procedure: According to the same manner as that described in Synthesis Example 1, 14.9 g of N,N'-diacetyl-3,3'-dimethylbenzidine was reacted with 21.8 g of para-iodobenzene to give N,N'-di-p-tolyl-3,3'-dimethylbenzidine. Further, 12.0 g of N,N'-di-p-tolyl-3,3'-dimethylbenzidine was reacted with 15.4 g of 4-ethyl-4'-iodobiphenyl according to the same manner as that described in Synthesis Example 1 to give N,N'-di-p-tolyl-N,N'-di(4'-ethylbiphenyl-4-yl)-3,3'-dimethylbenzidine (hereinafter referred to as 6-c) ... Yields the product COc1ccc(C2c3ccccc3C(c3ccccc3)C2C(=O)O)cc1. RXN SMILES: [CH2:1]([CH3:2])[O:3][C:4](=[O:5])[CH:6]1[CH:7]([c:21]2[cH:22][cH:23][c:24]([O:27][CH3:28])[cH:25][cH:26]2)[c:8]2[cH:9][cH:10][cH:11][cH:12][c:13]2[CH:14]1[c:15]1[cH:16][cH:17][cH:18][cH:19][cH:20]1.[CH3:30][CH2:31][OH:32].[OH2:29]>>[O:3]=[C:4]([OH:5])[CH:6]1[CH:7]([c:21]2[cH:22][cH:23][c:24]([O:27][CH3:28])[cH:25][cH:26]2)[c:8]2[cH:9][cH:10][cH:11][cH:12][c:13]2[CH:14]1[c:15]1[cH:16][cH:17][cH:18][cH:19][cH:20]1. The reactants are CCOC(=O)C1C(c2ccccc2)c2ccccc2C1c1ccc(OC)cc1, CCO, O. Starting materials: BrC1=CC(=NC=C1)\C=N\C1C(N(CC1)C)=O (3-[(E)-(4-bromo-2-pyridyl)methyleneamino]-1-methyl-pyrrolidin-2-one), C(=C)S(=O)(=O)C1=CC=CC=C1 (phenyl vinyl sulfone). Reagents/catalysts: C(C)(=O)[O-].[Ag+] (silver acetate). Run in C1CCOC1 (THF). Conditions: time 2 hour. The product is C1(=CC=CC=C1)S(=O)(=O)C1C(NC2(C1)C(N(CC2)C)=O)C2=NC=CC(=C2)Br (3-(Benzenesulfonyl)-2-(4-bromo-2-pyridyl)-7-methyl-1,7-diazaspiro[4.4]nonan-6-one). Reaction SMILES: [Br:1][C:2]1[CH:7]=[CH:6][N:5]=[C:4](/[CH:8]=[N:9]/[CH:10]2[CH2:14][CH2:13][N:12]([CH3:15])[C:11]2=[O:16])[CH:3]=1.[CH:17]([S:19]([C:22]1[CH:27]=[CH:26][CH:25]=[CH:24][CH:23]=1)(=[O:21])=[O:20])=[CH2:18]>C1COCC1.C([O-])(=O)C.[Ag+]>[C:22]1([S:19]([CH:17]2[CH2:18][C:10]3([CH2:14][CH2:13][N:12]([CH3:15])[C:11]3=[O:16])[NH:9][CH:8]2[C:4]2[CH:3]=[C:2]([Br:1])[CH:7]=[CH:6][N:5]=2)(=[O:21])=[O:20])[CH:27]=[CH:26][CH:25]=[CH:24][CH:23]=1 |f:3.4|. Procedure details: A mixture of 3-[(E)-(4-bromo-2-pyridyl)methyleneamino]-1-methyl-pyrrolidin-2-one (which may be prepared as described in Description 1) (564.3 mg, 2 mmol) and phenyl vinyl sulfone (339.8 mg, 2.02 mmol) in THF (10 mL) was treated with silver acetate (333.99 mg, 2 mmol). The mixture was stirred at room temp for 2 hours, filtered through Celite and concentrated to give the title compound (D2) as a brown gum;